From a dataset of the Open Reaction Database (ORD), a public repository of structured organic reaction records. describe an organic reaction: reactants, conditions, products, and yield Reactants: C[Mg]Cl.C1CCOC1 (methylmagnesium chloride THF), O=C1CC2(CCN(CC2)C(=O)OC(C)(C)C)C2=CC=CC=C12 (tert-Butyl 1-oxospiro[indane-3,4′-piperidine]-1′-carboxylate), [Cl-].[NH4+] (ammonium chloride). The solvent is C1CCOC1 (THF). Reaction conditions: time 1 hour. Product: CC1(CC2(CCN(CC2)C(=O)OC(C)(C)C)C2=CC=CC=C12)O (tert-Butyl 1-methyl-1-hydroxyspiro[indane-3,4′-piperidine]-1′-carboxylate). Yield: 66.2%. RXN SMILES: [O:1]=[C:2]1[C:22]2[C:17](=[CH:18][CH:19]=[CH:20][CH:21]=2)[C:4]2([CH2:9][CH2:8][N:7]([C:10]([O:12][C:13]([CH3:16])([CH3:15])[CH3:14])=[O:11])[CH2:6][CH2:5]2)[CH2:3]1.[CH3:23][Mg]Cl.C1COCC1.[Cl-].[NH4+]>C1COCC1>[CH3:23][C:2]1([OH:1])[C:22]2[C:17](=[CH:18][CH:19]=[CH:20][CH:21]=2)[C:4]2([CH2:9][CH2:8][N:7]([C:10]([O:12][C:13]([CH3:15])([CH3:16])[CH3:14])=[O:11])[CH2:6][CH2:5]2)[CH2:3]1 |f:1.2,3.4|. Procedure: tert-Butyl 1-oxospiro[indane-3,4′-piperidine]-1′-carboxylate (0.202 g, 0.671 mmol) was dissolved in THF (3 mL), 3 mmol/L methylmagnesium chloride-THF solution (0.450 mL, 1.34 mmol) was added under ice-cooling, and the mixture was stirred for 1 hr. Saturated aqueous ammonium chloride solution was added dropwise to the reaction mixture, and the mixture was extracted several times with ethyl acetate. The combined organic layers were dried over magnesium sulfate, and concentrated under reduced press...